From a dataset of the Open Reaction Database (ORD), a public repository of structured organic reaction records. describe an organic reaction: reactants, conditions, products, and yield Starting materials: CCO, [Cl-], O=[N+]([O-])c1ccc(Sc2ccc(Cl)cc2)nc1, [Fe], [NH4+], O. Yields the product Nc1ccc(Sc2ccc(Cl)cc2)nc1. Reaction SMILES: [CH3:22][CH2:23][OH:24].[Cl-:18].[Cl:1][c:2]1[cH:3][cH:4][c:5]([S:8][c:9]2[cH:10][cH:11][c:12]([N+:15]([O-:16])=[O:17])[cH:13][n:14]2)[cH:6][cH:7]1.[Fe:21].[NH4+:19].[OH2:20]>>[Cl:1][c:2]1[cH:3][cH:4][c:5]([S:8][c:9]2[cH:10][cH:11][c:12]([NH2:15])[cH:13][n:14]2)[cH:6][cH:7]1.